Dataset: the Open Reaction Database (ORD), a public repository of structured organic reaction records. Task: describe an organic reaction: reactants, conditions, products, and yield The reactants are [B] (boron), B(O)(O)O (boric acid), C1CCCCC1 (cyclohexane), C1CCCCC1 (cyclohexane). Yields the product C1(CCCCC1)O (cyclohexanol), C1(CCCCC1)=O (cyclohexanone), boric esters. Reaction SMILES: [B].B(O)(O)[OH:3].[CH2:6]1[CH2:11][CH2:10][CH2:9][CH2:8][CH2:7]1>>[CH:6]1([OH:3])[CH2:11][CH2:10][CH2:9][CH2:8][CH2:7]1.[C:6]1(=[O:3])[CH2:11][CH2:10][CH2:9][CH2:8][CH2:7]1. Procedure details: According to this invention, the refinement residue is the residue from the process comprising air oxidizing cyclohexane to KA oil in the presence of a boron compound such as boric acid to provide a crude product stream comprising cyclohexanol, cyclohexanone, cyclohexane and boric esters; and where the crude product stream is subjected to: Reported procedure: A solution of the title D compound from Example 8 (0.50 g, 2.47 mmoles) and benzyl isocyanate (0.33 g, 2.47 mmoles) in anhydrous ethanol (4 ml) was heated at reflux for 3 hours and cooled to room temperature. The reaction product precipitated from solution. It was collected by suction filtration; the solid was triturated with diisopropyl ether and dried under vacuum to obtain 0.71 g of the title compound as a white solid, m.p. 168°-169° C. 1H NMR (DMSO-d6) δ7.59 (s, 1H), 7.56 (s, 1H), 7.38-7.24 ... Starting materials: C(#N)C=1C=CC2=C(C(CC(O2)(C)C)NC(=O)NC2=CC=CC=C2)C1 (N-(6-Cyano-3,4-dihydro-2,2-dimethyl-2H-1-benzopyran-4yl)-N'-phenylurea), C(C1=CC=CC=C1)N=C=O (benzyl isocyanate). Yield: 85.7%. Yields the product C(#N)C=1C=CC2=C(C(CC(O2)(C)C)NC(=O)NCC2=CC=CC=C2)C1 (N-(6-Cyano-3,4-dihydro-2,2-dimethyl-2H-1-benzopyran-4-yl)-N'-(phenylmethyl)urea). Reaction SMILES: [C:1]([C:3]1[CH:4]=[CH:5][C:6]2[O:11][C:10]([CH3:13])([CH3:12])[CH2:9][CH:8]([NH:14][C:15]([NH:17]C3C=CC=CC=3)=[O:16])[C:7]=2[CH:24]=1)#[N:2].[CH2:25](N=C=O)[C:26]1[CH:31]=[CH:30][CH:29]=[CH:28][CH:27]=1>C(O)C>[C:1]([C:3]1[CH:4]=[CH:5][C:6]2[O:11][C:10]([CH3:12])([CH3:13])[CH2:9][CH:8]([NH:14][C:15]([NH:17][CH2:25][C:26]3[CH:31]=[CH:30][CH:29]=[CH:28][CH:27]=3)=[O:16])[C:7]=2[CH:24]=1)#[N:2]. Solvent: C(C)O (ethanol). The reactants are ClC1=CC=C(C=C1)N(C(CC(C1=CC=CC=C1)CCOS(=O)(=O)C)=O)C (N-(4-Chlorophenyl)-beta-(2-methanesulfonyloxyethyl)-N-methyl-benzenepropanamide), C1(=CC=CC=C1)C1(CCNCC1)O (4-phenyl-4-hydroxypiperidine), CCOC(=O)C (EtOAc), O (water). Conditions: temperature 80 celsius. The solvent is CN(C)C=O (DMF). Reaction SMILES: [Cl:1][C:2]1[CH:7]=[CH:6][C:5]([N:8]([CH3:26])[C:9](=[O:25])[CH2:10][CH:11]([CH2:18][CH2:19]OS(C)(=O)=O)[C:12]2[CH:17]=[CH:16][CH:15]=[CH:14][CH:13]=2)=[CH:4][CH:3]=1.[C:27]1([C:33]2([OH:39])[CH2:38][CH2:37][NH:36][CH2:35][CH2:34]2)[CH:32]=[CH:31][CH:30]=[CH:29][CH:28]=1.CCOC(C)=O.O>CN(C=O)C>[Cl:1][C:2]1[CH:7]=[CH:6][C:5]([N:8]([CH3:26])[C:9](=[O:25])[CH2:10][CH:11]([C:12]2[CH:17]=[CH:16][CH:15]=[CH:14][CH:13]=2)[CH2:18][CH2:19][N:36]2[CH2:37][CH2:38][C:33]([OH:39])([C:27]3[CH:28]=[CH:29][CH:30]=[CH:31][CH:32]=3)[CH2:34][CH2:35]2)=[CH:4][CH:3]=1. The product is ClC1=CC=C(C=C1)N(C(CC(CCN1CCC(CC1)(C1=CC=CC=C1)O)C1=CC=CC=C1)=O)C (N-(4-Chlorophenyl)-4-hydroxy-N-methyl-Beta,4-diphenyl-1-piperidinepentanamide). Procedure details: N-(4-Chlorophenyl)-beta-(2-methanesulfonyloxyethyl)-N-methyl-benzenepropanamide (1.44 g) in DMF (10 mL) was treated with 4-phenyl-4-hydroxypiperidine (1.61 g) and the mixture heated at 80° C. for 2 hours. The cooled reaction mixture was diluted the EtOAc (50 mL) and water (50 mL) and the aqueous phase removed. The aqueous layer was extracted with EtOAc (2×50 mL) and the combined organic extracts, washed with water (50 mL), dried over MgSO4, filtered and concentrated under reduced pressure to giv... Isolated yield 40.3%. Yields the product CNC(COC1=C(C2=C(C(=NO2)C2=C(C=CC=C2)F)C=C1)Cl)=O (N-methyl{[7-chloro-3-(2-fluorophenyl)-1,2-benzisoxazol-6-yl]oxy}acetamide). RXN SMILES: [Cl:1][C:2]1[C:10]2[O:9][N:8]=[C:7]([C:11]3[CH:16]=[CH:15][CH:14]=[CH:13][C:12]=3[F:17])[C:6]=2[CH:5]=[CH:4][C:3]=1[O:18][CH2:19][C:20](Cl)=[O:21].Cl.[CH3:24][NH2:25]>C(Cl)Cl.[OH-].[Na+]>[CH3:24][NH:25][C:20](=[O:21])[CH2:19][O:18][C:3]1[CH:4]=[CH:5][C:6]2[C:7]([C:11]3[CH:16]=[CH:15][CH:14]=[CH:13][C:12]=3[F:17])=[N:8][O:9][C:10]=2[C:2]=1[Cl:1] |f:1.2,4.5|. Solvent: C(Cl)Cl (methylene chloride), C(Cl)Cl (methylene chloride), [OH-].[Na+] (sodium hydroxide). Reactants: ClC1=C(C=CC=2C(=NOC21)C2=C(C=CC=C2)F)OCC(=O)Cl ({[7-chloro-3-(2-fluorophenyl)-1,2-benzisoxazol-6-yl]oxy}acetyl chloride), Cl.CN (methylamine hydrochloride). Reported procedure: A solution of 4.0 g of {[7-chloro-3-(2-fluorophenyl)-1,2-benzisoxazol-6-yl]oxy}acetyl chloride in methylene chloride is added dropwise to a solution of 0.9 g of methylamine hydrochloride in 50 ml methylene chloride and 25 ml of 15% sodium hydroxide solution at 0° C. After 18 hr at room temperature the reaction mixture is acidified, filtered, and the filtrate partitioned. The aqueous solution is washed with methylene chloride. The organic solutions are combined, washed with saturated sodium chlor... Run at time 18 hour. The reactants are FC1=C(OCCCO)C=CC=C1 (3-(2-fluorophenoxy)-1-propanol), ClC(Cl)(OC(OC(Cl)(Cl)Cl)=O)Cl (triphosgene), COC=1C=C2C(=CC=NC2=CC1OC)OC1=CC=C(N)C=C1 (4-[(6,7-Dimethoxy-4-quinolyl)oxy]aniline), 10/1. Solvent: methylene chlorides, C1(=CC=CC=C1)C.C(C)N(CC)CC (toluene triethylamine). Product: COC=1C=C2C(=CC=NC2=CC1OC)OC1=CC=C(C=C1)NC(OCCCOC1=C(C=CC=C1)F)=O (3-(2-Fluorophenoxy)propyl N-{4-[(6,7-dimethoxy-4-quinolyl)oxy]phenyl}carbamate). Yield: 51.6%. RXN SMILES: [CH3:1][O:2][C:3]1[CH:4]=[C:5]2[C:10](=[CH:11][C:12]=1[O:13][CH3:14])[N:9]=[CH:8][CH:7]=[C:6]2[O:15][C:16]1[CH:22]=[CH:21][C:19]([NH2:20])=[CH:18][CH:17]=1.ClC(Cl)(O[C:27](=[O:33])[O:28][C:29](Cl)(Cl)Cl)Cl.[F:35][C:36]1[CH:46]=[CH:45][CH:44]=[CH:43][C:37]=1[O:38][CH2:39][CH2:40]CO>C1(C)C=CC=CC=1.C(N(CC)CC)C>[CH3:1][O:2][C:3]1[CH:4]=[C:5]2[C:10](=[CH:11][C:12]=1[O:13][CH3:14])[N:9]=[CH:8][CH:7]=[C:6]2[O:15][C:16]1[CH:22]=[CH:21][C:19]([NH:20][C:27](=[O:33])[O:28][CH2:29][CH2:40][CH2:39][O:38][C:37]2[CH:43]=[CH:44][CH:45]=[CH:46][C:36]=2[F:35])=[CH:18][CH:17]=1 |f:3.4|. Procedure details: 4-[(6,7-Dimethoxy-4-quinolyl)oxy]aniline (70 mg) was added to toluene/triethylamine=10/1 (7 ml), and the mixture was heated under reflux to prepare a solution. A solution of triphosgene (106 mg) in methylene chlorides was then added to the solution, and the mixture was heated under reflux for 15 min. Subsequently, 3-(2-fluorophenoxy)-1-propanol (60 mg) was added thereto, and the mixture was further stirred with heating under reflux for 2 hr. After the completion of the reaction, the reaction sol... Starting materials: ClC1=C(C=CC=C1)O (2-chlorophenol), ClC=1C(=CC2=C(C=C(C(O2)C(F)(F)F)C(=O)OCC)C1)F (ethyl 6-chloro-7-fluoro-2-(trifluoromethyl)-2H-1-benzopyran-3-carboxylate). The product is ClC=1C(=CC2=C(C=C(C(O2)C(F)(F)F)C(=O)O)C1)OC1=C(C=CC=C1)Cl (6-Chloro-7-(2-chlorophenoxy)-2-(trifluoromethyl)-2H-1-benzopyran-3-carboxylic Acid). Procedure: The title compound was prepared from 2-chlorophenol and ethyl 6-chloro-7-fluoro-2-(trifluoromethyl)-2H-1-benzopyran-3-carboxylate (Example 183, Step 2) via a procedure similar to that described in Example 183, Steps 3 and 4: mp 199.0-199.1° C. 1H NMR (acetone-d6/300 MHz) 7.94 (s, 1H), 7.76 (s, 1H), 7.65 (m, 1H), 7.51 (m, 1H), 7.38 (m, 1H), 7.32 (m, 1H), 6.44 (s, 1H), 5.85 (q, 1H, J=7.0 Hz). 19F NMR (acetone-d6/282 MHz) −79.5 (d, J=6.5 Hz). ESHRMS m/z 402.9752 (M−H, Calc'd 402.9751). Anal. Calc'd... Reaction SMILES: [Cl:1][C:2]1[CH:7]=[CH:6][CH:5]=[CH:4][C:3]=1[OH:8].[Cl:9][C:10]1[C:11](F)=[CH:12][C:13]2[O:18][CH:17]([C:19]([F:22])([F:21])[F:20])[C:16]([C:23]([O:25]CC)=[O:24])=[CH:15][C:14]=2[CH:28]=1>>[Cl:9][C:10]1[C:11]([O:8][C:3]2[CH:4]=[CH:5][CH:6]=[CH:7][C:2]=2[Cl:1])=[CH:12][C:13]2[O:18][CH:17]([C:19]([F:21])([F:22])[F:20])[C:16]([C:23]([OH:25])=[O:24])=[CH:15][C:14]=2[CH:28]=1. Starting materials: CNC1=C(C=CC=C1)OCCC1=NN=NN1 (methyl-{2-[2-(1H-tetrazol-5-yl)-ethoxy]-phenyl}-amine), C(C)#N (acetonitrile), C(=O)(O)[O-].[Na+] (NaHCO3), ClC1=CC=C(C(=O)Cl)C=C1C=1C=NC(=CC1)C(F)(F)F (4-Chloro-5-(6-trifluoromethyl-pyridin-3-yl)-benzoyl chloride), C(C)#N (acetonitrile). Run at time 2 hour. The product is ClC1=C(C=C(C(=O)N(C2=C(C=CC=C2)OCCC2=NN=NN2)C)C=C1)C=1C=NC(=CC1C#N)C(F)(F)F (4-chloro-3-(4-cyano-6-trifluoromethyl-pyridin-3-yl)-N-methyl-N-{2-[2-(1H-tetrazol-5-yl)-ethoxy]-phenyl}-benzamide). As a reaction SMILES: [CH3:1][NH:2][C:3]1[CH:8]=[CH:7][CH:6]=[CH:5][C:4]=1[O:9][CH2:10][CH2:11][C:12]1[NH:16][N:15]=[N:14][N:13]=1.C([O-])(O)=O.[Na+].[Cl:22][C:23]1[C:31]([C:32]2[CH:33]=[N:34][C:35]([C:38]([F:41])([F:40])[F:39])=[CH:36][CH:37]=2)=[CH:30][C:26]([C:27](Cl)=[O:28])=[CH:25][CH:24]=1.[C:42](#[N:44])C>>[Cl:22][C:23]1[CH:24]=[CH:25][C:26]([C:27]([N:2]([CH3:1])[C:3]2[CH:8]=[CH:7][CH:6]=[CH:5][C:4]=2[O:9][CH2:10][CH2:11][C:12]2[NH:16][N:15]=[N:14][N:13]=2)=[O:28])=[CH:30][C:31]=1[C:32]1[CH:33]=[N:34][C:35]([C:38]([F:41])([F:40])[F:39])=[CH:36][C:37]=1[C:42]#[N:44] |f:1.2|. Procedure details: The stirring aqueous solution of methyl-{2-[2-(1H-tetrazol-5-yl)-ethoxy]-phenyl}-amine was basified with sat. NaHCO3 and diluted with acetonitrile (40 mL). 4-Chloro-5-(6-trifluoromethyl-pyridin-3-yl)-benzoyl chloride (Step 39A, 2.9 g, 8.8 mmol) in acetonitrile (20 mL) was added dropwise. The mixture was stirred for 2 hrs, acidified, and concentrated to remove acetonitrile. The concentrated mixture was extracted with ethyl acetate. The organic layer was then washed with water and brine, and was d... Yields the product CC1(OC2=CC=C(C=C2C(C1=C)=O)C#N)C (2,2-dimethyl-3-methylene-6-cyano-4-chromanone). Procedure: A solution of 24 g of the chromanone, 12 g of paraformaldehyde and 24 ml of piperidine in 300 ml of ethanol is heated at 70° for 3 hours and evaporated. The residue is taken up in dichloromethane/petroleum ether 1:1, the mixture is filtered through silica gel and evaporated, and 2,2-dimethyl-3-methylene-6-cyano-4-chromanone is obtained as an unstable oil. Starting materials: CC1(OC2=CC=C(C=C2C(C1)=O)C#N)C (2,2-dimethyl-6-cyano-4-chromanone), C=O (paraformaldehyde), N1CCCCC1 (piperidine). The solvent is C(C)O (ethanol). RXN SMILES: [CH3:1][C:2]1([CH3:15])[CH2:11][C:10](=[O:12])[C:9]2[C:4](=[CH:5][CH:6]=[C:7]([C:13]#[N:14])[CH:8]=2)[O:3]1.C=O.N1CCCC[CH2:19]1>C(O)C>[CH3:1][C:2]1([CH3:15])[C:11](=[CH2:19])[C:10](=[O:12])[C:9]2[C:4](=[CH:5][CH:6]=[C:7]([C:13]#[N:14])[CH:8]=2)[O:3]1. Product: COC(=O)CCCCCc1ccccc1C(C)OCC1CO1. Reaction SMILES: [Br:24][c:25]1[c:26]([CH:31]([CH3:32])[O:33][CH2:34][CH:35]2[O:36][CH2:37]2)[cH:27][cH:28][cH:29][cH:30]1.[C:1]([CH2:2][CH2:3][CH2:4][CH:5]=[CH2:6])(=[O:7])[O:8][CH3:9].[CH:15]12[BH:16][CH:17]([CH2:18][CH2:19][CH2:20]1)[CH2:21][CH2:22][CH2:23]2.[Cl:47][CH2:48][Cl:49].[K+:43].[K+:44].[K+:45].[O:10]1[CH2:11][CH2:12][CH2:13][CH2:14]1.[O:50]1[CH2:51][CH2:52][CH2:53][CH2:54]1.[OH2:46].[P:38]([O-:39])([O-:40])([O-:41])=[O:42]>>[C:1]([CH2:2][CH2:3][CH2:4][CH2:5][CH2:6][c:25]1[c:26]([CH:31]([CH3:32])[O:33][CH2:34][CH:35]2[O:36][CH2:37]2)[cH:27][cH:28][cH:29][cH:30]1)(=[O:7])[O:8][CH3:9]. Starting materials: CC(OCC1CO1)c1ccccc1Br, C=CCCCC(=O)OC, B1C2CCCC1CCC2, ClCCl, [K+], [K+], [K+], C1CCOC1, C1CCOC1, O, O=P([O-])([O-])[O-]. Reactants: O=C([O-])[O-], O=C([O-])[O-], CN(C)C=O, [Cs+], [Cs+], CCI, [K+], [K+], O=C(O)c1coc2c1C(=O)CCC2. Product: CCc1oc2c(c1C(=O)O)C(=O)CCC2. RXN SMILES: [C:14](=[O:15])([O-:16])[O-:17].[C:20](=[O:21])([O-:22])[O-:23].[CH3:29][N:30]([CH3:31])[CH:32]=[O:33].[Cs+:24].[Cs+:25].[I:26][CH2:27][CH3:28].[K+:18].[K+:19].[O:1]=[C:2]1[CH2:3][CH2:4][CH2:5][c:6]2[c:7]1[c:8]([C:11](=[O:12])[OH:13])[cH:9][o:10]2>>[O:1]=[C:2]1[CH2:3][CH2:4][CH2:5][c:6]2[c:7]1[c:8]([C:11](=[O:12])[OH:13])[c:9]([CH2:27][CH3:28])[o:10]2.